From a dataset of the Open Reaction Database (ORD), a public repository of structured organic reaction records. describe an organic reaction: reactants, conditions, products, and yield Reactants: CN1N=CC=C1C1=CC=C(C=O)C=C1 (4-(1-methyl-1H-pyrazol-5-yl)benzaldehyde), N1(N=CC=C1)C1=CC=C(C=O)C=C1 (4-(1H-pyrazol-1-yl)-benzaldehyde). The product is CN1N=CC=C1C1=CC=C(C=C1)/C=C/C=O ((2E)-3-[4-(1-Methyl-1H-pyrazol-5-yl)phenyl]-2-propenal). As a reaction SMILES: [CH3:1][N:2]1[C:6]([C:7]2[CH:14]=[CH:13][C:10]([CH:11]=O)=[CH:9][CH:8]=2)=[CH:5][CH:4]=[N:3]1.N1(C2C=C[C:23]([CH:24]=[O:25])=CC=2)C=CC=N1>>[CH3:1][N:2]1[C:6]([C:7]2[CH:14]=[CH:13][C:10](/[CH:11]=[CH:23]/[CH:24]=[O:25])=[CH:9][CH:8]=2)=[CH:5][CH:4]=[N:3]1. Procedure details: The title compound was prepared by a procedure analogous to Reference Example 30 by substituting 4-(1-methyl-1H-pyrazol-5-yl)benzaldehyde (prepared as described in J. Med. Chem. 1998, 41, 2390) for the 4-(1H-pyrazol-1-yl)-benzaldehyde of Reference Example 30. MS 213 (M+H)+. Reactants: CCCC[N+](CCCC)(CCCC)CCCC, C1CCOC1, COC(=O)c1ccc(C=O)cc1OC, [F-], O=P(CC(F)(F)F)(c1ccccc1)c1ccccc1. The product is COC(=O)c1ccc(C=CC(F)(F)F)cc1OC. Reaction SMILES: [CH2:2]([N+:3]([CH2:4][CH2:5][CH2:6][CH3:7])([CH2:8][CH2:9][CH2:10][CH3:11])[CH2:12][CH2:13][CH2:14][CH3:15])[CH2:16][CH2:17][CH3:18].[CH2:52]1[O:53][CH2:54][CH2:55][CH2:56]1.[CH:19](=[O:20])[c:21]1[cH:22][c:23]([O:31][CH3:32])[c:24]([C:25](=[O:26])[O:27][CH3:28])[cH:29][cH:30]1.[F-:1].[F:33][C:34]([CH2:35][P:36](=[O:37])([c:38]1[cH:39][cH:40][cH:41][cH:42][cH:43]1)[c:44]1[cH:45][cH:46][cH:47][cH:48][cH:49]1)([F:50])[F:51]>>[CH:19]([c:21]1[cH:22][c:23]([O:31][CH3:32])[c:24]([C:25](=[O:26])[O:27][CH3:28])[cH:29][cH:30]1)=[CH:35][C:34]([F:33])([F:50])[F:51]. Starting materials: methyl ester, COC(C[C@@H]1COC2=C1C=CC(=C2)O[C@@H]2CCC1=C(C(=CC=C21)C(F)(F)F)CN2C=C1N(CC2)NC=C1)=O ({(S)-6-[(R)-4-(6,7-dihydro-pyrazolo[1,5-a]pyrazin-5-ylmethyl)-5-trifluoromethyl-indan-1-yloxy]-2,3-dihydro-benzofuran-3-yl}-acetic acid methyl ester), COC(C[C@@H]1COC2=C1C=CC(=C2)O[C@@H]2CCC1=C(C(=CC=C21)C(F)(F)F)CBr)=O ({(S)-6-[(R)-4-bromomethyl-5-trifluoromethyl-indan-1-yloxy]-2,3-dihydro-benzofuran-3-yl}-acetic acid methyl ester), N1=CC=C2N1CCNC2 (4,5,6,7-tetrahydro-pyrazolo[1,5-a]pyrazine). Product: N1C=CC=2N1CCN(C2)CC2=C1CC[C@H](C1=CC=C2C(F)(F)F)OC2=CC1=C([C@@H](CO1)CC(=O)O)C=C2 ({(S)-6-[(R)-4-(6,7-Dihydro-pyrazolo[1,5-a]pyrazin-5-ylmethyl)-5-trifluoromethyl-indan-1-yloxy]-2,3-dihydro-benzofuran-3-yl}-acetic acid). As a reaction SMILES: C[O:2][C:3](=[O:38])[CH2:4][C@H:5]1[C:9]2[CH:10]=[CH:11][C:12]([O:14][C@H:15]3[C:23]4[C:18](=[C:19]([CH2:28][N:29]5[CH2:34][CH2:33][N:32]6[NH:35][CH:36]=[CH:37][C:31]6=[CH:30]5)[C:20]([C:24]([F:27])([F:26])[F:25])=[CH:21][CH:22]=4)[CH2:17][CH2:16]3)=[CH:13][C:8]=2[O:7][CH2:6]1.COC(=O)C[C@H]1C2C=CC(O[C@H]3C4C(=C(CBr)C(C(F)(F)F)=CC=4)CC3)=CC=2OC1.N1N2CCNCC2=CC=1>>[NH:35]1[N:32]2[CH2:33][CH2:34][N:29]([CH2:28][C:19]3[C:20]([C:24]([F:27])([F:25])[F:26])=[CH:21][CH:22]=[C:23]4[C:18]=3[CH2:17][CH2:16][C@H:15]4[O:14][C:12]3[CH:11]=[CH:10][C:9]4[C@H:5]([CH2:4][C:3]([OH:38])=[O:2])[CH2:6][O:7][C:8]=4[CH:13]=3)[CH:30]=[C:31]2[CH:37]=[CH:36]1. Procedure details: The methyl ester of the title compound, {(S)-6-[(R)-4-(6,7-dihydro-pyrazolo[1,5-a]pyrazin-5-ylmethyl)-5-trifluoromethyl-indan-1-yloxy]-2,3-dihydro-benzofuran-3-yl}-acetic acid methyl ester, is prepared from {(S)-6-[(R)-4-bromomethyl-5-trifluoromethyl-indan-1-yloxy]-2,3-dihydro-benzofuran-3-yl}-acetic acid methyl ester and 4,5,6,7-tetrahydro-pyrazolo[1,5-a]pyrazine following a procedure analogous to that described for Intermediate 42. The crude product is directly submitted to the saponification ...